Dataset: the Open Reaction Database (ORD), a public repository of structured organic reaction records. Task: describe an organic reaction: reactants, conditions, products, and yield Reactants: CC(C)[Mg+], [Cl-], C1CCOC1, CC(=O)c1ccc(C(=CC2CCCC2)c2cc3cccnc3n2S(=O)(=O)c2ccccc2)cc1. The product is CC(C)C(C)(O)c1ccc(C(=CC2CCCC2)c2cc3cccnc3n2S(=O)(=O)c2ccccc2)cc1. As a reaction SMILES: [CH:36]([CH3:37])([CH3:38])[Mg+:39].[Cl-:35].[O:40]1[CH2:41][CH2:42][CH2:43][CH2:44]1.[c:1]1([S:7](=[O:8])(=[O:9])[n:10]2[c:11]([C:19](=[CH:20][CH:21]3[CH2:22][CH2:23][CH2:24][CH2:25]3)[c:26]3[cH:27][cH:28][c:29]([C:32]([CH3:33])=[O:34])[cH:30][cH:31]3)[cH:12][c:13]3[c:14]2[n:15][cH:16][cH:17][cH:18]3)[cH:2][cH:3][cH:4][cH:5][cH:6]1>>[c:1]1([S:7](=[O:8])(=[O:9])[n:10]2[c:11]([C:19](=[CH:20][CH:21]3[CH2:22][CH2:23][CH2:24][CH2:25]3)[c:26]3[cH:27][cH:28][c:29]([C:32]([CH3:33])([OH:34])[CH:36]([CH3:37])[CH3:38])[cH:30][cH:31]3)[cH:12][c:13]3[c:14]2[n:15][cH:16][cH:17][cH:18]3)[cH:2][cH:3][cH:4][cH:5][cH:6]1. Starting materials: C(CCC)[Li] (n-butyl lithium), [Li] (lithium), CC1OC2(OC1)C=C(C(C(C2)(C)C)=O)C (2,7,9,9-tetramethyl-1,4-dioxaspiro[4,5]dec-6-en-8-one), O (Water). Solvent: CCCCCC (hexane), CCCCCC (hexane). Reaction conditions: time 15 minute. Yields the product C(CCC)C1(C(=CC(CC1(C)C)=O)C)O (4-Butyl-4-Hydroxy-3,5,5-Trimethyl-2-Cyclohexen-1-One). RXN SMILES: CC1C[O:5][C:4]2([CH2:11][C:10]([CH3:13])([CH3:12])[C:9](=[O:14])[C:8]([CH3:15])=[CH:7]2)O1.[CH2:16]([Li])[CH2:17][CH2:18][CH3:19].O.[Li]>CCCCCC>[CH2:16]([C:9]1([OH:14])[C:10]([CH3:12])([CH3:13])[CH2:11][C:4](=[O:5])[CH:7]=[C:8]1[CH3:15])[CH2:17][CH2:18][CH3:19] |^1:21|. Reported procedure: A solution of 20 g of 2,7,9,9-tetramethyl-1,4-dioxaspiro[4,5]dec-6-en-8-one (prepared by the method of Example III) in hexane is stirred while a solution of n-butyl lithium in hexane is added dropwise. When no additional exotherm occurs, the addition is stopped and the mixture is stirred for about 15 minutes. Water is added with stirring to hydrolyze the lithium salt. The organic layer is separated, and the hexane is allowed to evaporate leaving oily crystals which are recrystallized from cycloh... Reactants: Clc1nc(Cl)nc(Cl)n1, CN(C)C=O, O, O=C(OCc1ccccc1)N1CCC2(CC1)CC(=NO)c1ccccc12. The product is O=C1CC2(CCN(C(=O)OCc3ccccc3)CC2)c2ccccc2N1. As a reaction SMILES: [Cl:1][c:2]1[n:3][c:4]([Cl:5])[n:6][c:7]([Cl:8])[n:9]1.[O:37]=[CH:38][N:39]([CH3:40])[CH3:41].[OH2:36].[OH:10][N:11]=[C:12]1[CH2:13][C:14]2([c:15]3[cH:16][cH:17][cH:18][cH:19][c:20]31)[CH2:21][CH2:22][N:23]([C:26](=[O:27])[O:28][CH2:29][c:30]1[cH:31][cH:32][cH:33][cH:34][cH:35]1)[CH2:24][CH2:25]2>>[NH:11]1[C:12](=[O:36])[CH2:13][C:14]2([c:15]3[cH:16][cH:17][cH:18][cH:19][c:20]31)[CH2:21][CH2:22][N:23]([C:26](=[O:27])[O:28][CH2:29][c:30]1[cH:31][cH:32][cH:33][cH:34][cH:35]1)[CH2:24][CH2:25]2. Reactants: FC(C=1C=C(C=C(C1)C(F)(F)F)C1=NN(C=N1)\C=C/C(=O)O)(F)F ((Z)-3-(3-(3,5-bis(trifluoromethyl)phenyl)-1H-1,2,4-triazol-1-yl)acrylic acid), CCN=C=NCCCN(C)C.Cl (EDC HCl), Cl.FC1(CCNCC1)F (4,4-difluoropiperidine hydrochloride), CCN(C(C)C)C(C)C (DIPEA), C=1C=CC2=C(C1)N=NN2O (HOBT). Solvent: C(Cl)Cl (CH2Cl2). Run at temperature 0 celsius, time 1.75 hour. Product: FC(C=1C=C(C=C(C1)C(F)(F)F)C1=NN(C=N1)\C=C/C(=O)N1CCC(CC1)(F)F)(F)F ((Z)-3-(3-(3,5-bis(trifluoromethyl)phenyl)-1H-1,2,4-triazol-1-yl)-1-(4,4-difluoropiperidin-1-yl)prop-2-en-1-one). Yield: 13.9%. Reaction SMILES: [F:1][C:2]([F:24])([F:23])[C:3]1[CH:4]=[C:5]([C:13]2[N:17]=[CH:16][N:15](/[CH:18]=[CH:19]\[C:20]([OH:22])=O)[N:14]=2)[CH:6]=[C:7]([C:9]([F:12])([F:11])[F:10])[CH:8]=1.CCN=C=NCCCN(C)C.Cl.Cl.[F:38][C:39]1([F:45])[CH2:44][CH2:43][NH:42][CH2:41][CH2:40]1.CCN(C(C)C)C(C)C.C1C=CC2N(O)N=NC=2C=1>C(Cl)Cl>[F:11][C:9]([F:10])([F:12])[C:7]1[CH:6]=[C:5]([C:13]2[N:17]=[CH:16][N:15](/[CH:18]=[CH:19]\[C:20]([N:42]3[CH2:43][CH2:44][C:39]([F:45])([F:38])[CH2:40][CH2:41]3)=[O:22])[N:14]=2)[CH:4]=[C:3]([C:2]([F:1])([F:23])[F:24])[CH:8]=1 |f:1.2,3.4|. Procedure: A cold (0° C.) solution of (Z)-3-(3-(3,5-bis(trifluoromethyl)phenyl)-1H-1,2,4-triazol-1-yl)acrylic acid (4) (0.500 g, 1.0 eq.) in CH2Cl2 (20 mL) was treated sequentially with EDC HCl (0.409 g, 1.5 eq.), 4,4-difluoropiperidine hydrochloride (0.269 g, 1.2), DIPEA (0.220 g, 1.2 eq) and HOBT (0.261 g, 1.2 eq.). The clear reaction mixture was stirred at 0° C. for 1.5-2 h then quenched with 50 mL ice-water slurry. The aqueous layer was extracted with CH2Cl2 (2×25 mL) and the combined organic layers we... Reactants: COC(=O)C=1SC(=C(C1)S(=O)(=O)C=1C=NC(=C(C1)Br)Cl)SC (4-(5-bromo-6-chloro-pyridine-3-sulfonyl)-5-methylsulfanyl-thiophene-2-carboxylic acid methyl ester), C1CCOC1 (THF), CN(C)C=O (DMF), c-(tetrahydro-furan-2-yl)-methylamine, C(C)(C)N(CC)C(C)C (diisopropylethylamine). Solvent: CCOC(=O)C (EtOAc). Product: COC(=O)C=1SC(=C(C1)S(=O)(=O)C=1C=NC(=C(C1)Br)NCC1OCCC1)SC (4-{5-Bromo-6-[(tetrahydro-furan-2-ylmethyl)-amino]-pyridine-3-sulfonyl}-5-methylsulfanyl-thiophene-2-carboxylic acid methyl ester). Reaction SMILES: [CH3:1][O:2][C:3]([C:5]1[S:6][C:7]([S:21][CH3:22])=[C:8]([S:10]([C:13]2[CH:14]=[N:15][C:16](Cl)=[C:17]([Br:19])[CH:18]=2)(=[O:12])=[O:11])[CH:9]=1)=[O:4].[CH:23]([N:26](C(C)C)CC)(C)C.[CH2:32]1[CH2:36][O:35][CH2:34][CH2:33]1.CN(C=O)C>CCOC(C)=O>[CH3:1][O:2][C:3]([C:5]1[S:6][C:7]([S:21][CH3:22])=[C:8]([S:10]([C:13]2[CH:14]=[N:15][C:16]([NH:26][CH2:23][CH:34]3[CH2:33][CH2:32][CH2:36][O:35]3)=[C:17]([Br:19])[CH:18]=2)(=[O:12])=[O:11])[CH:9]=1)=[O:4]. Procedure details: The reaction was conducted following the procedure for Example 156: step a, using. 4-(5-bromo-6-chloro-pyridine-3-sulfonyl)-5-methylsulfanyl-thiophene-2-carboxylic acid methyl ester (0.050 g, 0.113 mmol), (Example 2: step c), c-(tetrahydro-furan-2-yl)-methylamine (0.015 g, 0.146 mmol), diisopropylethylamine (0.073 g, 0.565 mmol), THF [0.5 mL], DMF [0.5 mL]. Chromatography of the residue (10%–35% EtOAc/Hx) yielded the title compound. ESI-MS (m/z): Calcd. for C17H19BrN2O5S4: 508.45 (N+H); found 50...